Dataset: the Open Reaction Database (ORD), a public repository of structured organic reaction records. Task: describe an organic reaction: reactants, conditions, products, and yield As a reaction SMILES: [C:1]([CH:2]=[O:3])(=[O:4])[OH:5].[CH3:6][C:7]([CH2:8][CH2:9][CH2:10][CH2:11][CH2:12][CH2:13][CH2:14][CH3:15])=[O:16].[P:17](=[O:18])([OH:19])([OH:20])[OH:21]>>[C:1]([CH:2]=[C:8]([C:7]([CH3:6])=[O:16])[CH2:9][CH2:10][CH2:11][CH2:12][CH2:13][CH2:14][CH3:15])(=[O:4])[OH:5]. Starting materials: O=CC(=O)O, CCCCCCCCC(C)=O, O=P(O)(O)O. Product: CCCCCCCC(=CC(=O)O)C(C)=O. Starting materials: ClC1=C(C(=C(C(=N1)Cl)Cl)Cl)Cl (pentachloropyridine), CCN(C(C)C)C(C)C (DIPEA), N[C@H](CO)C ((S)-(+)-2-amino-1-propanol). The reagents and catalysts are CN(C)C=1C=CN=CC1 (DMAP). The solvent is CC(C)O (2-propanol). Product: ClC1=NC(=C(C(=C1Cl)N[C@H](CO)C)Cl)Cl ((S)-2-(2,3,5,6-Tetrachloro-pyridin-4-ylamino)-propan-1-ol). Isolated yield 52.0%. As a reaction SMILES: [Cl:1][C:2]1[N:7]=[C:6]([Cl:8])[C:5]([Cl:9])=[C:4](Cl)[C:3]=1[Cl:11].CCN(C(C)C)C(C)C.[NH2:21][C@@H:22]([CH3:25])[CH2:23][OH:24]>CC(O)C.CN(C1C=CN=CC=1)C>[Cl:8][C:6]1[C:5]([Cl:9])=[C:4]([NH:21][C@@H:22]([CH3:25])[CH2:23][OH:24])[C:3]([Cl:11])=[C:2]([Cl:1])[N:7]=1. Procedure: To a solution of pentachloropyridine (30 g) in 2-propanol (300 ml) was added DIPEA (18 ml), DMAP (0.8 g) and (S)-(+)-2-amino-1-propanol (18 g), and the reaction mixture was heated under reflux for 18 h. After cooling, the reaction mixture was concentrated under reduced pressure. The residue was triturated with methanol and filtered to give the title compound as a white solid (18 g). Starting materials: C1(CC1)S(=O)(=O)NC1CC(C(C1)C(=O)OCC)C (ethyl 4-(cyclopropanesulfonamido)-2-methylcyclopentanecarboxylate), [OH-].[Na+] (NaOH), Cl (HCl). Run at time 5 hour. Procedure details: To a flask containing ethyl 4-(cyclopropanesulfonamido)-2-methylcyclopentanecarboxylate (7.5 g, 27.3 mmol) was added aqueous NaOH (1N, 150 mL, 150 mmol). After stirring at ambient temperature for about 5 h, the reaction was acidified to about pH 1 with aqueous 6 N HCl and extracted with DCM (3×100 mL). The combined organic layers were washed with brine, dried over anhydrous MgSO4, filtered, and concentrated under reduced pressure to give crude 4-(cyclopropanesulfonamido)-2-methylcyclopentanecarb... As a reaction SMILES: [CH:1]1([S:4]([NH:7][CH:8]2[CH2:12][CH:11]([C:13]([O:15]CC)=[O:14])[CH:10]([CH3:18])[CH2:9]2)(=[O:6])=[O:5])[CH2:3][CH2:2]1.[OH-].[Na+].Cl>>[CH:1]1([S:4]([NH:7][CH:8]2[CH2:12][CH:11]([C:13]([OH:15])=[O:14])[CH:10]([CH3:18])[CH2:9]2)(=[O:6])=[O:5])[CH2:2][CH2:3]1 |f:1.2|. Product: C1(CC1)S(=O)(=O)NC1CC(C(C1)C(=O)O)C (4-(cyclopropanesulfonamido)-2-methylcyclopentanecarboxylic acid). The reactants are ClC1=CC2=C(N=C(N2)S)C=C1Cl (5,6-dichloro-2-mercaptobenzimidazole), [OH-].[K+] (potassium hydroxide), ClC1=CC2=C(N=C(N2)SC)C=C1Cl (5,6-DiChloro-2-(methylthio)benzimidazole), IC (Iodomethane). Solvent: C(C)O (ethanol). Yields the product ClC1=CC2=C(N=C(N2C)SC)C=C1Cl (5,6-Dichloro-3-methyl-2-(methylthio)benzimidazole). Reaction SMILES: Cl[C:2]1C(Cl)=CC2N=C(S)NC=2C=1.[OH-].[K+].IC.[Cl:17][C:18]1[C:28]([Cl:29])=[CH:27][C:21]2[N:22]=[C:23]([S:25][CH3:26])[NH:24][C:20]=2[CH:19]=1>C(O)C>[Cl:17][C:18]1[C:28]([Cl:29])=[CH:27][C:21]2[N:22]=[C:23]([S:25][CH3:26])[N:24]([CH3:2])[C:20]=2[CH:19]=1 |f:1.2|. Procedure details: 5,6-dichloro-2-mercaptobenzimidazole (8.76 g, 0.04 mol) in 50 ml 95% ethanol was treated with 10 ml of 45% aqueous potassium hydroxide to give a solution. Iodomethane (7 ml, 0.096 mol) was added. The reaction mixture was refluxed for two hours. Cooling overnight yielded precipitant, which was filtered, water-washed, and dried to yield 5.61 g, mp 115° C. The reaction filtrate was rotary evaporated and the residue reslurried in water. After filtration and drying, an additional 3.52 g was obtained,... Starting materials: C(C)(=O)N1CCC(CC1)CCC(=O)C=1C=C2CCC(N3C2=C(C1)CC3)=O (8-[3-(1-acetyl-4-piperidinyl)-1-oxopropyl]-1,2,5,6-tetrahydro-4H-pyrrolo[3,2,1-ij]quinoline-4-one), Cl (HCl). Run in C1(=CC=CC=C1)C (toluene). Run at temperature 85 celsius, time 10 hour. Yields the product N1CCC(CC1)CCC(=O)C=1C=C2CCC(N3C2=C(C1)CC3)=O (8-[3-(4-piperidinyl)-1-oxopropyl]-1,2,5,6-tetrahydro-4H-pyrrolo[3,2,1-ij]quinoline-4-one). Isolated yield 51.1%. RXN SMILES: C([N:4]1[CH2:9][CH2:8][CH:7]([CH2:10][CH2:11][C:12]([C:14]2[CH:15]=[C:16]3[C:21]4=[C:22]([CH2:24][CH2:25][N:20]4[C:19](=[O:26])[CH2:18][CH2:17]3)[CH:23]=2)=[O:13])[CH2:6][CH2:5]1)(=O)C.Cl>C1(C)C=CC=CC=1>[NH:4]1[CH2:5][CH2:6][CH:7]([CH2:10][CH2:11][C:12]([C:14]2[CH:15]=[C:16]3[C:21]4=[C:22]([CH2:24][CH2:25][N:20]4[C:19](=[O:26])[CH2:18][CH2:17]3)[CH:23]=2)=[O:13])[CH2:8][CH2:9]1. Procedure: A mixture of 3.95 kg of 8-[3-(1-acetyl-4-piperidinyl)-1-oxopropyl]-1,2,5,6-tetrahydro-4H-pyrrolo[3,2,1-ij]quinoline-4-one and 19.8 L of 2 N HCl was stirred at about 85° C. for about 10 hours. After cooled to about 35° C., 12 L of toluene was added to the reaction mixture, the layers were separated, and pH was adjusted to about 13 by adding 30% NaOH (about 10 L) to the aqueous layer while maintaining about 30° C. Further, 20 L of a mixture of toluene-acetonitrile (1:1) was added thereto, and the ...